Task: describe an organic reaction: reactants, conditions, products, and yield. Dataset: the Open Reaction Database (ORD), a public repository of structured organic reaction records Starting materials: COC(=O)C=1NC2=CC(=CC=C2C1)O (6-hydroxy-1H-indole-2-carboxylic acid methyl ester), Cl.ClC=1SC=2C(=NC=CC2)N1 (2-chloro-thiazolo[4,5-b]pyridine hydrochloride), C(=O)([O-])[O-].[Cs+].[Cs+] (Cs2CO3). Solvent: CC#N.CN(C)C=O (MeCN DMF). Conditions: temperature 60 celsius. The product is COC(=O)C=1NC2=CC(=CC=C2C1)OC=1SC=2C(=NC=CC2)N1 (6-(Thiazolo[4,5-b]pyridin-2-yloxy)-1H-indole-2-carboxylic acid methyl ester). Yield: 52.7%. As a reaction SMILES: [CH3:1][O:2][C:3]([C:5]1[NH:6][C:7]2[C:12]([CH:13]=1)=[CH:11][CH:10]=[C:9]([OH:14])[CH:8]=2)=[O:4].Cl.Cl[C:17]1[S:18][C:19]2[C:20]([N:25]=1)=[N:21][CH:22]=[CH:23][CH:24]=2.C([O-])([O-])=O.[Cs+].[Cs+]>CC#N.CN(C=O)C>[CH3:1][O:2][C:3]([C:5]1[NH:6][C:7]2[C:12]([CH:13]=1)=[CH:11][CH:10]=[C:9]([O:14][C:17]1[S:18][C:19]3[C:20]([N:25]=1)=[N:21][CH:22]=[CH:23][CH:24]=3)[CH:8]=2)=[O:4] |f:1.2,3.4.5,6.7|. Procedure details: To a solution 6-hydroxy-1H-indole-2-carboxylic acid methyl ester (4.0 g, 21 mmol) and 2-chloro-thiazolo[4,5-b]pyridine hydrochloride (4.3 g, 21 mmol) in MeCN:DMF (4:1, 250 mL) was added Cs2CO3 (13.8 g, 42 mmol) and the reaction mixture was heated (60° C., 4 h). The reaction mixture was cooled (rt) and partitioned between EtOAc (300 mL) and saturated NH4Cl (200 mL). The organic layer was separated and the aqueous layer was extracted with EtOAc (2×200 mL). The organic layer was dried, filtered and...